This data is from the Open Reaction Database (ORD), a public repository of structured organic reaction records. The task is: describe an organic reaction: reactants, conditions, products, and yield The reactants are NC1=CC=C(C=C1)CCN1CCC(CC1)NC(C1=CC=CC=C1)=O (1-[2-(p-Aminophenyl)ethyl]-4-benzamidopiperidine), C(C)(=O)OC(C)=O (acetic anhydride). Product: C(C)(=O)NC1=CC=C(C=C1)CCN1CCC(CC1)NC(C1=CC=CC=C1)=O (1-[2-(p-Acetamidophenyl)ethyl]-4-benzamidopiperidine). Procedure details: 1-[2-(p-Aminophenyl)ethyl]-4-benzamidopiperidine (2.3 g.) was refluxed for 2 hours with acetic anhydride (22 ml.) in anhydrous pyridine (100 ml.). The solution was refrigerated for 24 hours and a crystalline product was filtered off, which after washing with ether yielded the title compound, m.p. 270°-275° C. (dec.). Found: C, 72.6; N, 7.55; N, 11.6. C22H27N3O2 requires C, 72.3; H, 7.45; N, 11.5%). Run in N1=CC=CC=C1 (pyridine). Conditions: time 24 hour. Reaction SMILES: [NH2:1][C:2]1[CH:7]=[CH:6][C:5]([CH2:8][CH2:9][N:10]2[CH2:15][CH2:14][CH:13]([NH:16][C:17](=[O:24])[C:18]3[CH:23]=[CH:22][CH:21]=[CH:20][CH:19]=3)[CH2:12][CH2:11]2)=[CH:4][CH:3]=1.[C:25](OC(=O)C)(=[O:27])[CH3:26]>N1C=CC=CC=1>[C:25]([NH:1][C:2]1[CH:7]=[CH:6][C:5]([CH2:8][CH2:9][N:10]2[CH2:11][CH2:12][CH:13]([NH:16][C:17](=[O:24])[C:18]3[CH:23]=[CH:22][CH:21]=[CH:20][CH:19]=3)[CH2:14][CH2:15]2)=[CH:4][CH:3]=1)(=[O:27])[CH3:26]. The reactants are N1(CCNCC1)C1=C(C=C(C=C1)CCC)S(=O)(=O)O (2-(1-piperazinyl)-5-n-propylbenzenesulfonic acid), COC1=C(C=O)C=CC(=C1OC)OC (2,3,4-trimethoxybenzaldehyde), C(#N)[BH3-].[Na+] (sodium cyanoborohydride). The reagents and catalysts are [Cl-].[Zn+2].[Cl-] (zinc chloride). Run in CO (methanol). Conditions: time 5 minute. The product is COC1=C(CN2CCN(CC2)C2=C(C=C(C=C2)CCC)S(=O)(=O)O)C=CC(=C1OC)OC (2-[4-(2,3,4-trimethoxybenzyl)-1-piperazinyl]- 5-n-propylbenzenesulfonic acid). Isolated yield 59.7%. Reaction SMILES: C([BH3-])#N.[Na+].[N:5]1([C:11]2[CH:16]=[CH:15][C:14]([CH2:17][CH2:18][CH3:19])=[CH:13][C:12]=2[S:20]([OH:23])(=[O:22])=[O:21])[CH2:10][CH2:9][NH:8][CH2:7][CH2:6]1.[CH3:24][O:25][C:26]1[C:33]([O:34][CH3:35])=[C:32]([O:36][CH3:37])[CH:31]=[CH:30][C:27]=1[CH:28]=O>CO.[Cl-].[Zn+2].[Cl-]>[CH3:24][O:25][C:26]1[C:33]([O:34][CH3:35])=[C:32]([O:36][CH3:37])[CH:31]=[CH:30][C:27]=1[CH2:28][N:8]1[CH2:9][CH2:10][N:5]([C:11]2[CH:16]=[CH:15][C:14]([CH2:17][CH2:18][CH3:19])=[CH:13][C:12]=2[S:20]([OH:23])(=[O:21])=[O:22])[CH2:6][CH2:7]1 |f:0.1,5.6.7|. Reported procedure: Into a solution of 0.10 g of sodium cyanoborohydride dissolved in 2 ml of a methanol solution was added 0.10 g of zinc chloride, and the mixture was stirred for 5 minutes. Then, 0.40 g of 2-(1-piperazinyl)-5-n-propylbenzenesulfonic acid and 0.58 g of 2,3,4-trimethoxybenzaldehyde were added to carry out the reaction at room temperature for 2 hours. The organic layer was extracted by addition of an aqueous sodium chloride and tetrahydrofuran, and after evaporation of tetrahydrofuran under reduced ... Reactants: NC1=NC(=CC(=N1)N1CCC2(C[C@H](N(C2)C(=O)OC(C)(C)C)C(=O)OCC)CC1)O[C@@H](C(F)(F)F)C1=C(C=CC(=C1)Cl)Br ((S)-2-tert-butyl 3-ethyl 8-(2-amino-6-((R)-1-(2-bromo-5-chlorophenyl)-2,2,2-trifluoroethoxy)pyrimidin-4-yl)-2,8-diazaspiro[4.5]decane-2,3-dicarboxylate), CS(=O)(=O)C=1C=C(C=CC1)B(O)O ((3-(methylsulfonyl)phenyl)boronic acid), Pd2(dppf)Cl2, C(=O)([O-])[O-].[Na+].[Na+] (Na2CO3). Run in O1CCOCC1 (dioxane). Run at temperature 90 celsius. Product: NC1=NC(=CC(=N1)N1CCC2(C[C@H](N(C2)C(=O)OC(C)(C)C)C(=O)OCC)CC1)O[C@@H](C(F)(F)F)C1=C(C=CC(=C1)Cl)C1=CC(=CC=C1)S(=O)(=O)C ((S)-2-tert-butyl 3-ethyl 8-(2-amino-6-((R)-1-(4-chloro-3′-(methylsulfonyl)-[1,1′-biphenyl]-2-yl)-2,2,2-trifluoroethoxy)pyrimidin-4-yl)-2,8-diazaspiro[4.5]decane-2,3-dicarboxylate). Reaction SMILES: [NH2:1][C:2]1[N:7]=[C:6]([N:8]2[CH2:29][CH2:28][C:11]3([CH2:15][N:14]([C:16]([O:18][C:19]([CH3:22])([CH3:21])[CH3:20])=[O:17])[C@H:13]([C:23]([O:25][CH2:26][CH3:27])=[O:24])[CH2:12]3)[CH2:10][CH2:9]2)[CH:5]=[C:4]([O:30][C@H:31]([C:36]2[CH:41]=[C:40]([Cl:42])[CH:39]=[CH:38][C:37]=2Br)[C:32]([F:35])([F:34])[F:33])[N:3]=1.[CH3:44][S:45]([C:48]1[CH:49]=[C:50](B(O)O)[CH:51]=[CH:52][CH:53]=1)(=[O:47])=[O:46].C([O-])([O-])=O.[Na+].[Na+]>O1CCOCC1>[NH2:1][C:2]1[N:7]=[C:6]([N:8]2[CH2:29][CH2:28][C:11]3([CH2:15][N:14]([C:16]([O:18][C:19]([CH3:22])([CH3:21])[CH3:20])=[O:17])[C@H:13]([C:23]([O:25][CH2:26][CH3:27])=[O:24])[CH2:12]3)[CH2:10][CH2:9]2)[CH:5]=[C:4]([O:30][C@H:31]([C:36]2[CH:41]=[C:40]([Cl:42])[CH:39]=[CH:38][C:37]=2[C:52]2[CH:51]=[CH:50][CH:49]=[C:48]([S:45]([CH3:44])(=[O:47])=[O:46])[CH:53]=2)[C:32]([F:35])([F:34])[F:33])[N:3]=1 |f:2.3.4|. Reported procedure: To a solution of (S)-2-tert-butyl 3-ethyl 8-(2-amino-6-((R)-1-(2-bromo-5-chlorophenyl)-2,2,2-trifluoroethoxy)pyrimidin-4-yl)-2,8-diazaspiro[4.5]decane-2,3-dicarboxylate (660 mg, 0.95 mmol) in dioxane (12 mL) was added (3-(methylsulfonyl)phenyl)boronic acid (285 mg, 1.43 mmol), Pd2(dppf)Cl2 (70 mg, 0.095 mmol) and Na2CO3 (6.0 mL, 2.0 M, aq). The reaction was heated to 90° C. for 2 h, then cooled to RT, concentrated in vacuo. The residue was taken up in CH2Cl2, washed with brine, and extracted wit... Starting materials: C(C)(C)(C)OC(=O)N1CC(CC1)(O)C1=C(C(=CC=C1)Cl)F (Tert-butyl-3-(3-chloro-2-fluorophenyl)-3-hydroxypyrrolidin-1-carboxylate), [H-].[Na+] (sodium hydride), IC (iodomethane). Solvent: O1CCCC1 (tetrahydrofuran). Product: ClC=1C(=C(C=CC1)C1(CN(CC1)C(=O)OC(C)(C)C)OC)F (Tert-butyl 3-(3-chloro-2-fluorophenyl)-3-methoxypyrrolidin-1-carboxylate). Isolated yield 76.7%. Reaction SMILES: [C:1]([O:5][C:6]([N:8]1[CH2:12][CH2:11][C:10]([C:14]2[CH:19]=[CH:18][CH:17]=[C:16]([Cl:20])[C:15]=2[F:21])([OH:13])[CH2:9]1)=[O:7])([CH3:4])([CH3:3])[CH3:2].[H-].[Na+].I[CH3:25]>O1CCCC1>[Cl:20][C:16]1[C:15]([F:21])=[C:14]([C:10]2([O:13][CH3:25])[CH2:11][CH2:12][N:8]([C:6]([O:5][C:1]([CH3:4])([CH3:2])[CH3:3])=[O:7])[CH2:9]2)[CH:19]=[CH:18][CH:17]=1 |f:1.2|. Reported procedure: Preparation according to Preparation 2. Tert-butyl-3-(3-chloro-2-fluorophenyl)-3-hydroxypyrrolidin-1-carboxylate (8.05 g, 25.5 mmol) in dry tetrahydrofuran (50 mL), sodium hydride (60% dispersion in mineral oil, 1.53 g, 38.2 mmol), iodomethane (3.17 mL, 51 mmol). Purification by flash column chromatography on silica gel (ethyl acetate/isooctane, 1:9 to 1:1) gave the title compound (6.45 g, 77%). MS m/z (rel. intensity, 70 eV) 256 (19), 228 (15), 199 (23), 187 (28), 57 (bp). Reactants: CCCC[N+](CCCC)(CCCC)CCCC, CN1CCCN(C)C1=O, COCCCCl, [H-], [I-], [Na+], COc1ccccc1COCCCOc1ccc(C2CCN(C(=O)OCc3ccccc3)CC2OCc2ccc3cc[nH]c3c2)cc1. The product is COCCCn1ccc2ccc(COC3CN(C(=O)OCc4ccccc4)CCC3c3ccc(OCCCOCc4ccccc4OC)cc3)cc21. As a reaction SMILES: [CH2:66]([N+:67]([CH2:68][CH2:69][CH2:70][CH3:71])([CH2:72][CH2:73][CH2:74][CH3:75])[CH2:76][CH2:77][CH2:78][CH3:79])[CH2:80][CH2:81][CH3:82].[CH3:56][N:57]1[CH2:58][CH2:59][CH2:60][N:61]([CH3:62])[C:63]1=[O:64].[Cl:50][CH2:51][CH2:52][CH2:53][O:54][CH3:55].[H-:48].[I-:65].[Na+:49].[nH:1]1[cH:2][cH:3][c:4]2[cH:5][cH:6][c:7]([CH2:10][O:11][CH:12]3[CH2:13][N:14]([C:38](=[O:39])[O:40][CH2:41][c:42]4[cH:43][cH:44][cH:45][cH:46][cH:47]4)[CH2:15][CH2:16][CH:17]3[c:18]3[cH:19][cH:20][c:21]([O:24][CH2:25][CH2:26][CH2:27][O:28][CH2:29][c:30]4[c:31]([O:36][CH3:37])[cH:32][cH:33][cH:34][cH:35]4)[cH:22][cH:23]3)[cH:8][c:9]12>>[n:1]1([CH2:51][CH2:52][CH2:53][O:54][CH3:55])[cH:2][cH:3][c:4]2[cH:5][cH:6][c:7]([CH2:10][O:11][CH:12]3[CH2:13][N:14]([C:38](=[O:39])[O:40][CH2:41][c:42]4[cH:43][cH:44][cH:45][cH:46][cH:47]4)[CH2:15][CH2:16][CH:17]3[c:18]3[cH:19][cH:20][c:21]([O:24][CH2:25][CH2:26][CH2:27][O:28][CH2:29][c:30]4[c:31]([O:36][CH3:37])[cH:32][cH:33][cH:34][cH:35]4)[cH:22][cH:23]3)[cH:8][c:9]12. Starting materials: [BH3-]C#N, O=C([O-])O, CO, CCOC(C)=O, CC(=O)O, Cc1cc(C=O)ccc1F, COC(=O)C1CCCC1N, [Na+], [Na+]. Yields the product COC(=O)C1CCCC1NCc1ccc(F)c(C)c1. Reaction SMILES: [C:21]([BH3-:22])#[N:23].[C:25](=[O:26])([OH:27])[O-:28].[CH3:30][OH:31].[CH3:32][CH2:33][O:34][C:35](=[O:36])[CH3:37].[CH3:38][C:39](=[O:40])[OH:41].[F:11][c:12]1[c:13]([CH3:20])[cH:14][c:15]([CH:16]=[O:17])[cH:18][cH:19]1.[NH2:1][CH:2]1[CH:3]([C:7](=[O:8])[O:9][CH3:10])[CH2:4][CH2:5][CH2:6]1.[Na+:24].[Na+:29]>>[NH:1]([CH:2]1[CH:3]([C:7](=[O:8])[O:9][CH3:10])[CH2:4][CH2:5][CH2:6]1)[CH2:16][c:15]1[cH:14][c:13]([CH3:20])[c:12]([F:11])[cH:19][cH:18]1.